The task is: describe an organic reaction: reactants, conditions, products, and yield. This data is from the Open Reaction Database (ORD), a public repository of structured organic reaction records. The reactants are S(O)(O)(=O)=O (sulfuric acid), BrC1=CC=C(OCC2(CCC2)C(=O)O)C=C1 (1-[(4-bromophenoxy)methyl]cyclobutanecarboxylic acid). Run in O (water). Reaction conditions: time 1 hour. The product is BrC=1C=C2C(C3(CCC3)COC2=CC1)=O (6-bromo-4H-spiro[chromene-3,1′-cyclobutan]-4-one). The yield is 36.8%. As a reaction SMILES: S(=O)(=O)(O)O.[Br:6][C:7]1[CH:21]=[CH:20][C:10]([O:11][CH2:12][C:13]2([C:17]([OH:19])=O)[CH2:16][CH2:15][CH2:14]2)=[CH:9][CH:8]=1>O>[Br:6][C:7]1[CH:8]=[C:9]2[C:10](=[CH:20][CH:21]=1)[O:11][CH2:12][C:13]1([CH2:14][CH2:15][CH2:16]1)[C:17]2=[O:19]. Procedure details: To sulfuric acid (5 mL) was added 1-[(4-bromophenoxy)methyl]cyclobutanecarboxylic acid (1.9 g, 6.6 mmol) at 0° C. in an ice bath. After stirring for 1 hour at room temperature, ice was added to the mixture portionwise. The mixture was diluted with water, and extracted with EtOAc. The organic layer was washed with brine, dried over MgSO4, and concentrated in vacuo. The residue was purified by silica gel chromatography (hexane:EtOAc=100:0-70:30) to give 6-bromo-4H-spiro[chromene-3,1′-cyclobutan]-4... The reactants are ClC=1N=C(C2=C(N1)C(=NC=N2)SCC2=CC=C(C=C2)C)N2CCOCC2 (2-chloro-8-(4-methylbenzyl-thio)-4-morpholino-pyrimido-[5,4-d]-pyrimidine), N1CCNCC1 (piperazine). The product is CC1=CC=C(CSC2=NC=NC3=C2N=C(N=C3N3CCOCC3)N3CCNCC3)C=C1 (8-(4-Methylbenzylthio)-4-morpholino-2-piperazino-pyrimido-[5,4-d]-pyrimidine). As a reaction SMILES: Cl[C:2]1[N:3]=[C:4]([N:21]2[CH2:26][CH2:25][O:24][CH2:23][CH2:22]2)[C:5]2[N:11]=[CH:10][N:9]=[C:8]([S:12][CH2:13][C:14]3[CH:19]=[CH:18][C:17]([CH3:20])=[CH:16][CH:15]=3)[C:6]=2[N:7]=1.[NH:27]1[CH2:32][CH2:31][NH:30][CH2:29][CH2:28]1>>[CH3:20][C:17]1[CH:18]=[CH:19][C:14]([CH2:13][S:12][C:8]2[C:6]3[N:7]=[C:2]([N:27]4[CH2:32][CH2:31][NH:30][CH2:29][CH2:28]4)[N:3]=[C:4]([N:21]4[CH2:26][CH2:25][O:24][CH2:23][CH2:22]4)[C:5]=3[N:11]=[CH:10][N:9]=2)=[CH:15][CH:16]=1. Procedure: This compound was prepared analogous to Example 1 from 2-chloro-8-(4-methylbenzyl-thio)-4-morpholino-pyrimido-[5,4-d]-pyrimidine (m.p.: 177°-179° C.) and piperazine. Reactants: C1COCCOCCOCCOCCOCCO1 (18-crown-6), N1=CC=CC2=CC=CC=C12 (quinoline), [F-].[K+] (KF), C(C1=CC=CC=C1)=O (benzaldehyde), FC(S(=O)(=O)OC1=C(C=CC=C1)[Si](C)(C)C)(F)F (2-(trimethylsilyl)phenyl trifluoromethanesulfonate), Pet. ether EtOAc. The solvent is C1CCOC1 (THF). Product: C1(=CC=CC=C1)C1C2=C(N3C(C=CC4=CC=CC=C34)O1)C=CC=C2 (5-phenyl-5H,6aH-benzo[4,5][1,3]oxazino[3,2-a]quinoline). The yield is 82.0%. As a reaction SMILES: [N:1]1[C:10]2[C:5](=[CH:6][CH:7]=[CH:8][CH:9]=2)[CH:4]=[CH:3][CH:2]=1.[CH:11](=[O:18])[C:12]1[CH:17]=[CH:16][CH:15]=[CH:14][CH:13]=1.FC(F)(F)S(O[C:25]1[CH:30]=[CH:29][CH:28]=[CH:27][C:26]=1[Si](C)(C)C)(=O)=O.[F-].[K+].C1OCCOCCOCCOCCOCCOC1>C1COCC1>[C:12]1([CH:11]2[O:18][CH:2]3[CH:3]=[CH:4][C:5]4[C:10]([N:1]3[C:26]3[CH:27]=[CH:28][CH:29]=[CH:30][C:25]2=3)=[CH:9][CH:8]=[CH:7][CH:6]=4)[CH:17]=[CH:16][CH:15]=[CH:14][CH:13]=1 |f:3.4|. Procedure: Following the general procedure, treatment of quinoline (0.064 g, 59 μL, 0.50 mmol) and benzaldehyde (0.080 g, 80 μL, 0.75 mmol) with 2-(trimethylsilyl)phenyl trifluoromethanesulfonate (0.179 g, 146 μL, 0.60 mmol) in the presence of KF (0.070 g, 1.2 mmol) and 18-crown-6 (0.317 g, 1.2 mmol) in THF (2.0 mL) at −10° C. to room temperature for 12 hrs followed by flash column chromatography (Pet. ether/EtOAc=75/25) of the crude reaction mixture afforded 5-phenyl-5H,6aH-benzo[4,5][1,3]oxazino[3,2-a]qu... Starting materials: C(C)N1CCN(CC1)N=O (N-ethyl-N'-nitroso piperazine), O1CCCC1 (tetrahydrofuran), [H-].[Al+3].[Li+].[H-].[H-].[H-] (lithium aluminium hydride), [OH-].[Na+] (sodium hydroxide). The solvent is O (water), O (water). Reaction conditions: time 8 hour. Product: NN1CCN(CC1)CC (N-amino-N'-ethyl piperazine). The yield is 62.5%. RXN SMILES: [CH2:1]([N:3]1[CH2:8][CH2:7][N:6]([N:9]=O)[CH2:5][CH2:4]1)[CH3:2].O1CCCC1.[H-].[Al+3].[Li+].[H-].[H-].[H-].[OH-].[Na+]>O>[NH2:9][N:6]1[CH2:7][CH2:8][N:3]([CH2:1][CH3:2])[CH2:4][CH2:5]1 |f:2.3.4.5.6.7,8.9|. Procedure details: A solution of N-ethyl-N'-nitroso piperazine (4.0 g, 0.028 mole) in anhydrous freshly distilled tetrahydrofuran (80 ml) was added dropwise to a stirred suspension of lithium aluminium hydride (1.5 g, excess) under nitrogen in anhydrous tetahydrofuran (160 ml) at 20°-25° C. After addition stirring was continued for a further 8 hours. Work up via controlled addition of water (1.5 ml), 10% sodium hydroxide (2.25 ml) and water (3.75 ml) gave N-amino-N'-ethyl piperazine (2.26 g, 63%) as a pale straw c... Starting materials: ClC1=C(C=C(C=C1)OC1=CC=C(C=C1)CCOC1=CC(NC=C1)=O)C(F)(F)F (4-{[2-(4-{[4-chloro-3-(trifluoromethyl)phenyl]oxy}phenyl)ethyl]oxy}-2 (1H)-pyridinone), ClCC=1C=NN(C1)C (4-(Chloromethyl)-1-methyl-1H-pyrazole). Product: ClC1=C(C=C(C=C1)OC1=CC=C(C=C1)CCOC1=CC(N(C=C1)CC=1C=NN(C1)C)=O)C(F)(F)F (4-{[2-(4-{[4-Chloro-3-(trifluoromethyl)phenyl]oxy}phenyl)ethyl]oxy}-1-[(1-methyl-1H-pyrazol-4-yl)methyl]-2(1H)-pyridinone). Reaction SMILES: [Cl:1][C:2]1[CH:7]=[CH:6][C:5]([O:8][C:9]2[CH:14]=[CH:13][C:12]([CH2:15][CH2:16][O:17][C:18]3[CH:23]=[CH:22][NH:21][C:20](=[O:24])[CH:19]=3)=[CH:11][CH:10]=2)=[CH:4][C:3]=1[C:25]([F:28])([F:27])[F:26].Cl[CH2:30][C:31]1[CH:32]=[N:33][N:34]([CH3:36])[CH:35]=1>>[Cl:1][C:2]1[CH:7]=[CH:6][C:5]([O:8][C:9]2[CH:10]=[CH:11][C:12]([CH2:15][CH2:16][O:17][C:18]3[CH:23]=[CH:22][N:21]([CH2:30][C:31]4[CH:32]=[N:33][N:34]([CH3:36])[CH:35]=4)[C:20](=[O:24])[CH:19]=3)=[CH:13][CH:14]=2)=[CH:4][C:3]=1[C:25]([F:28])([F:26])[F:27]. Procedure details: The title compound was prepared by a procedure similar to that described for E21 starting from 4-{[2-(4-{[4-chloro-3-(trifluoromethyl)phenyl]oxy}phenyl)ethyl]oxy}-2 (1H)-pyridinone and 4-(Chloromethyl)-1-methyl-1H-pyrazole. LC-MS (ESI): m/z 504 [M+H]+; 3.68 min (ret time). Reactants: O=C([C@H](O)[C@@H](O)[C@@H](O)[C@H](O)C(=O)O)O (galactaric acid), O (water), CNC(C)C\C=C\C1=CC(=C(C=C1)C)[N+](=O)[O-] ((4E)-N-methyl-5-(4-methyl-3-nitrophenyl)-4-penten-2-amine). The solvent is CO (methanol). Conditions: temperature 50 celsius, time 16 hour. The product is O=C([C@H](O)[C@@H](O)[C@@H](O)[C@H](O)C(=O)O)O.CNC(C)C\C=C\C1=CC(=C(C=C1)C)[N+](=O)[O-].CNC(C)C\C=C\C1=CC(=C(C=C1)C)[N+](=O)[O-] ((4E)-N-Methyl-5-(4-methyl-3-nitrophenyl)-4-penten-2-amine Hemigalactarate). Isolated yield 68.2%. RXN SMILES: [O:1]=[C:2]([OH:14])[C@@H:3]([C@H:5]([C@H:7]([C@@H:9]([C:11]([OH:13])=[O:12])[OH:10])[OH:8])[OH:6])[OH:4].O.[CH3:16][NH:17][CH:18]([CH2:20]/[CH:21]=[CH:22]/[C:23]1[CH:28]=[CH:27][C:26]([CH3:29])=[C:25]([N+:30]([O-:32])=[O:31])[CH:24]=1)[CH3:19]>CO>[O:1]=[C:2]([OH:14])[C@@H:3]([C@H:5]([C@H:7]([C@@H:9]([C:11]([OH:13])=[O:12])[OH:10])[OH:8])[OH:6])[OH:4].[CH3:16][NH:17][CH:18]([CH2:20]/[CH:21]=[CH:22]/[C:23]1[CH:28]=[CH:27][C:26]([CH3:29])=[C:25]([N+:30]([O-:32])=[O:31])[CH:24]=1)[CH3:19].[CH3:16][NH:17][CH:18]([CH2:20]/[CH:21]=[CH:22]/[C:23]1[CH:28]=[CH:27][C:26]([CH3:29])=[C:25]([N+:30]([O-:32])=[O:31])[CH:24]=1)[CH3:19] |f:4.5.6|. Procedure details: In succession, galactaric acid (91 mg, 0.43 mmol) and water (0.4 mL) were added to a solution of (4E)-N-methyl-5-(4-methyl-3-nitrophenyl)-4-penten-2-amine (204 mg, 0.871 mmol) in methanol (4 mL). The mixture was warmed to 50° C. and filtered through a glass wool plug. The filtrate was diluted with ethanol (4 mL) and kept at −4° C. for 16 h. Filtration and vacuum drying at 40° C., gave 199 mg (68.2% yield) of yellow powder, mp 150-153° C. The reactants are OC1=CC=C(C=C1)CCC(=O)OC (methyl 3-(4-hydroxyphenyl)propanoate), C([O-])([O-])=O.[K+].[K+] (potassium carbonate), BrCC(=O)OC(C)(C)C (tert-butyl 2-bromoacetate). Run in CN(C)C=O (DMF). Run at time 7 day. The product is CCOC(=O)C.CCCC(C)C (EtOAc iso-hexane), COC(CCC1=CC=C(C=C1)OCC(=O)OC(C)(C)C)=O (3-(4-tert-Butoxycarbonylmethoxy-phenyl)-propionic acid methyl ester). Reaction SMILES: [OH:1][C:2]1[CH:7]=[CH:6][C:5]([CH2:8][CH2:9][C:10]([O:12][CH3:13])=[O:11])=[CH:4][CH:3]=1.C(=O)([O-])[O-].[K+].[K+].Br[CH2:21][C:22]([O:24][C:25]([CH3:28])([CH3:27])[CH3:26])=[O:23]>CN(C=O)C>[CH3:26][CH2:25][O:24][C:22]([CH3:21])=[O:23].[CH3:2][CH2:3][CH2:4][CH:5]([CH3:8])[CH3:6].[CH3:13][O:12][C:10](=[O:11])[CH2:9][CH2:8][C:5]1[CH:4]=[CH:3][C:2]([O:1][CH2:21][C:22]([O:24][C:25]([CH3:28])([CH3:27])[CH3:26])=[O:23])=[CH:7][CH:6]=1 |f:1.2.3,6.7|. Procedure details: To a stirring solution of methyl 3-(4-hydroxyphenyl)propanoate (2 g, 11.10 mmol) in dry DMF (30 ml) at room temperature is added potassium carbonate (1.53 g, 11.10 mmol) followed by tert-butyl 2-bromoacetate (2.17 g, 11.10 mmol). The reaction mixture is purged with nitrogen, then stoppered and left stirring at room temperature for 7 days. The reaction mixture is poured into water (200 ml) and extracted with EtOAc (100 ml), washed with brine, dried (MgSO4), filtered and evaporated in vacuo to yie...